This data is from the Open Reaction Database (ORD), a public repository of structured organic reaction records. The task is: describe an organic reaction: reactants, conditions, products, and yield As a reaction SMILES: [C:40]([O:41][CH2:42][CH3:43])(=[O:44])[CH3:45].[CH3:34][CH2:35][CH2:36][CH2:37][CH2:38][CH3:39].[CH:1]([CH3:2])([CH3:3])[c:4]1[cH:5][cH:6][c:7](-[c:10]2[c:11]([CH3:23])[o:12][c:13]3[c:14]2[c:15]([CH3:22])[c:16]([NH2:21])[c:17]([CH3:20])[c:18]3[CH3:19])[cH:8][cH:9]1.[F:24][c:25]1[cH:26][cH:27][c:28]([C:29](=[O:30])[Cl:31])[cH:32][cH:33]1>>[CH:1]([CH3:2])([CH3:3])[c:4]1[cH:5][cH:6][c:7](-[c:10]2[c:11]([CH3:23])[o:12][c:13]3[c:14]2[c:15]([CH3:22])[c:16]([NH:21][C:29]([c:28]2[cH:27][cH:26][c:25]([F:24])[cH:33][cH:32]2)=[O:30])[c:17]([CH3:20])[c:18]3[CH3:19])[cH:8][cH:9]1. The reactants are CCOC(C)=O, CCCCCC, Cc1oc2c(C)c(C)c(N)c(C)c2c1-c1ccc(C(C)C)cc1, O=C(Cl)c1ccc(F)cc1. The product is Cc1oc2c(C)c(C)c(NC(=O)c3ccc(F)cc3)c(C)c2c1-c1ccc(C(C)C)cc1. The product is OC=1C=C2C=CC(=NC2=CC1)C1=C(C=C(C(=O)O)C=C1)C(F)(F)F (4-(6-hydroxyquinolin-2-yl)-3-(trifluoromethyl)benzoic acid). RXN SMILES: Cl[C:2]1[CH:11]=[CH:10][C:9]2[C:4](=[CH:5][CH:6]=[C:7]([OH:12])[CH:8]=2)[N:3]=1.CC1(C)C(C)(C)OB([C:21]2[CH:30]=[CH:29][C:24]([C:25]([O:27]C)=[O:26])=[CH:23][C:22]=2[C:31]([F:34])([F:33])[F:32])O1>>[OH:12][C:7]1[CH:8]=[C:9]2[C:4](=[CH:5][CH:6]=1)[N:3]=[C:2]([C:21]1[CH:30]=[CH:29][C:24]([C:25]([OH:27])=[O:26])=[CH:23][C:22]=1[C:31]([F:32])([F:34])[F:33])[CH:11]=[CH:10]2. Starting materials: ClC1=NC2=CC=C(C=C2C=C1)O (2-chloroquinolin-6-ol), CC1(OB(OC1(C)C)C1=C(C=C(C(=O)OC)C=C1)C(F)(F)F)C (methyl 4-(4,4,5,5-tetramethyl-1,3,2-dioxaborolan-2-yl)-3-(trifluoromethyl)benzoate), CC1(OB(OC1(C)C)C1=C(C=C(C(=O)OC)C=C1)C(F)(F)F)C (methyl 4-(4,4,5,5-tetramethyl-1,3,2-dioxaborolan-2-yl)-3-(trifluoromethyl)benzoate). Reported procedure: Followed Scheme 3: starting with 2-chloroquinolin-6-ol and methyl 4-(4,4,5,5-tetramethyl-1,3,2-dioxaborolan-2-yl)-3-(trifluoromethyl)benzoate (Intermediate 5). 1H NMR (DMSO-d6, 400 MHz): δ 10.21 (brs, 1H), 8.35-8.25 (m, 3H), 7.89 (d, J=9.2 Hz, 1H), 7.79 (d, J=8.0 Hz, 1H), 7.57 (d, J=8.4 Hz, 1H), 7.38 (dd, J=9.2, 2.8 Hz, 1H), 7.23 (d, J=2.4 Hz, 1H). MS (ESI): m/z 333.7 [M+H]+.